Dataset: the Open Reaction Database (ORD), a public repository of structured organic reaction records. Task: describe an organic reaction: reactants, conditions, products, and yield The reactants are N#CC1(NC(=O)C2CC(S(=O)(=O)c3ccc(F)cc3Cl)CC2CO)CC1, Oc1ccncc1. The product is N#CC1(NC(=O)C2CC(S(=O)(=O)c3ccc(F)cc3Cl)CC2COc2ccncc2)CC1. Reaction SMILES: [C:1](#[N:2])[C:3]1([NH:6][C:7](=[O:8])[CH:9]2[CH:10]([CH2:25][OH:26])[CH2:11][CH:12]([S:14](=[O:15])(=[O:16])[c:17]3[c:18]([Cl:24])[cH:19][c:20]([F:23])[cH:21][cH:22]3)[CH2:13]2)[CH2:4][CH2:5]1.[OH:27][c:28]1[cH:29][cH:30][n:31][cH:32][cH:33]1>>[C:1](#[N:2])[C:3]1([NH:6][C:7](=[O:8])[CH:9]2[CH:10]([CH2:25][O:26][c:28]3[cH:29][cH:30][n:31][cH:32][cH:33]3)[CH2:11][CH:12]([S:14](=[O:15])(=[O:16])[c:17]3[c:18]([Cl:24])[cH:19][c:20]([F:23])[cH:21][cH:22]3)[CH2:13]2)[CH2:4][CH2:5]1. Reactants: FC(C(=O)O)(F)F.O=C1[C@@H](CNC1)CNC(=O)C=1SC(=CC1)Cl (5-chloro-thiophene-2-carboxylic acid ((S)-4-oxo-pyrrolidin-3-ylmethyl)-amide trifluoro acetate), [N+](=O)([O-])C1=CC=C(C=C1)OC(NC1=C(C=C(C=C1)N1C(C=CC=C1)=O)F)=O ([2-fluoro-4-(2-oxo-2H-pyridin-1-yl)-phenyl]-carbamic acid 4-nitro-phenyl ester). Product: FC1=C(C=CC(=C1)N1C(C=CC=C1)=O)NC(=O)N1C[C@H](C(C1)=O)CNC(=O)C=1SC(=CC1)Cl ((R)-3-{[(5-chloro-thiophene-2-carbonyl)-amino]-methyl}-4-oxo-pyrrolidine-1-carboxylic acid[2-fluoro-4-(2-oxo-2H-pyridin-1-yl)-phenyl]-amide). As a reaction SMILES: FC(F)(F)C(O)=O.[O:8]=[C:9]1[CH2:13][NH:12][CH2:11][C@H:10]1[CH2:14][NH:15][C:16]([C:18]1[S:19][C:20]([Cl:23])=[CH:21][CH:22]=1)=[O:17].[N+](C1C=CC([O:33][C:34](=O)[NH:35][C:36]2[CH:41]=[CH:40][C:39]([N:42]3[CH:47]=[CH:46][CH:45]=[CH:44][C:43]3=[O:48])=[CH:38][C:37]=2[F:49])=CC=1)([O-])=O>>[F:49][C:37]1[CH:38]=[C:39]([N:42]2[CH:47]=[CH:46][CH:45]=[CH:44][C:43]2=[O:48])[CH:40]=[CH:41][C:36]=1[NH:35][C:34]([N:12]1[CH2:13][C:9](=[O:8])[C@H:10]([CH2:14][NH:15][C:16]([C:18]2[S:19][C:20]([Cl:23])=[CH:21][CH:22]=2)=[O:17])[CH2:11]1)=[O:33] |f:0.1|. Reported procedure: 81.3 Using general method H, 5-chloro-thiophene-2-carboxylic acid ((S)-4-oxo-pyrrolidin-3-ylmethyl)-amide trifluoro acetate was reacted with [2-fluoro-4-(2-oxo-2H-pyridin-1-yl)-phenyl]-carbamic acid 4-nitro-phenyl ester (prepared according to example 54.3) to give (R)-3-{[(5-chloro-thiophene-2-carbonyl)-amino]-methyl}-4-oxo-pyrrolidine-1-carboxylic acid[2-fluoro-4-(2-oxo-2H-pyridin-1-yl)-phenyl]-amide. Pale brown solid. MS 489.0 ([M+H]+) Reactants: Cl.OCC1=NNC(=C1)\C=C\C1=CC=CC=C1 ((E)-3-hydroxymethyl-5-styrylpyrazole hydrochloride), S(=O)(Cl)Cl (thionyl chloride). The solvent is C(Cl)(Cl)Cl (chloroform). Conditions: temperature 50 celsius. Product: ClCC1=NNC(=C1)\C=C\C1=CC=CC=C1 ((E)-3-chloromethyl-5-styrylpyrazole). Yield: 82.0%. As a reaction SMILES: Cl.O[CH2:3][C:4]1[CH:8]=[C:7](/[CH:9]=[CH:10]/[C:11]2[CH:16]=[CH:15][CH:14]=[CH:13][CH:12]=2)[NH:6][N:5]=1.S(Cl)([Cl:19])=O>C(Cl)(Cl)Cl>[Cl:19][CH2:3][C:4]1[CH:8]=[C:7](/[CH:9]=[CH:10]/[C:11]2[CH:16]=[CH:15][CH:14]=[CH:13][CH:12]=2)[NH:6][N:5]=1 |f:0.1|. Reported procedure: 90 mg of the hydrochloride was dissolved in 3 ml of chloroform, and 0.5 ml of thionyl chloride was added. The mixture was heated at 50° C. for 20 hours. The reaction mixture was evaporated under reduced pressure. The residue was washed with ethyl acetate and filtered to give 60 mg (yield 82%) of the captioned compound as a colorless crystalline powder. Starting materials: Cc1cc(C2(c3cc(Br)ccc3F)N=C(N)c3c(F)cccc32)ccn1, CS(=O)(=O)c1cncc(B(O)O)c1. The product is Cc1cc(C2(c3cc(-c4cncc(S(C)(=O)=O)c4)ccc3F)N=C(N)c3c(F)cccc32)ccn1. Reaction SMILES: [Br:1][c:2]1[cH:3][cH:4][c:5]([F:26])[c:6]([C:8]2([c:19]3[cH:20][c:21]([CH3:25])[n:22][cH:23][cH:24]3)[N:9]=[C:10]([NH2:18])[c:11]3[c:12]([F:17])[cH:13][cH:14][cH:15][c:16]32)[cH:7]1.[CH3:27][S:28](=[O:29])(=[O:30])[c:31]1[cH:32][c:33]([B:37]([OH:38])[OH:39])[cH:34][n:35][cH:36]1>>[c:2]1(-[c:33]2[cH:32][c:31]([S:28]([CH3:27])(=[O:29])=[O:30])[cH:36][n:35][cH:34]2)[cH:3][cH:4][c:5]([F:26])[c:6]([C:8]2([c:19]3[cH:20][c:21]([CH3:25])[n:22][cH:23][cH:24]3)[N:9]=[C:10]([NH2:18])[c:11]3[c:12]([F:17])[cH:13][cH:14][cH:15][c:16]32)[cH:7]1.